describe an organic reaction: reactants, conditions, products, and yield From a dataset of the Open Reaction Database (ORD), a public repository of structured organic reaction records. Reactants: C1CCOC1, CCOC(=O)c1c(Nc2ccc(C)cc2F)c(C)c(=O)n(C)c1C, C[Si](C)(C)[N-][Si](C)(C)C, NOCC1CC1, [Li+]. Yields the product Cc1ccc(Nc2c(C(=O)NOCC3CC3)c(C)n(C)c(=O)c2C)c(F)c1. RXN SMILES: [CH2:41]1[O:42][CH2:43][CH2:44][CH2:45]1.[CH2:7]([O:9][C:10](=[O:8])[c:12]1[c:13]([CH3:30])[n:14]([CH3:29])[c:15](=[O:28])[c:16]([CH3:27])[c:17]1[NH:18][c:19]1[c:20]([F:26])[cH:21][c:22]([CH3:25])[cH:23][cH:24]1)[CH3:11].[CH3:31][Si:32]([N-:33][Si:34]([CH3:35])([CH3:36])[CH3:37])([CH3:38])[CH3:39].[CH:1]1([CH2:4][O:5][NH2:6])[CH2:2][CH2:3]1.[Li+:40]>>[CH:1]1([CH2:4][O:5][NH:6][C:10](=[O:9])[c:12]2[c:13]([CH3:30])[n:14]([CH3:29])[c:15](=[O:28])[c:16]([CH3:27])[c:17]2[NH:18][c:19]2[c:20]([F:26])[cH:21][c:22]([CH3:25])[cH:23][cH:24]2)[CH2:2][CH2:3]1. Starting materials: NC1C2SCC(=C(N2C1=O)C(=O)O)C (7-amino-3-methyl-8-oxo-5-thia-1-azabicyclo[4.2.0]-oct-2-ene-2-carboxylic acid), CC1=C(N2C(C(C2SC1)NC(C(N)C1=CC=C(C=C1)CCl)=O)=O)C(=O)O (3-methyl-7-[[2-[4-(chloromethyl)-phenyl]-2-aminoacetyl]amino]-8-oxo-5-thia-1-azabicyclo-[4.2.0]oct-2-ene-2-carboxylic acid), C(C(C)(C)C)(=O)OCOC(=O)C=1N2C(C(C2SCC1C)NC(C(N)C1=CC=C(C=C1)CCl)=O)=O (3-methyl-7-[[2-[4-(chloromethyl)phenyl]-2-aminoacetyl]amino]-8-oxo-5-thia-1-azabicyclo[4.2.0]oct-2-ene-2-carboxylic acid pivalyloxymethyl ester), pivalyloxymethyl ester, C(C)(=O)OCC1=C(N2C(C(C2SC1)N)=O)C(=O)O (3-[(acetyloxy)-methyl]-7-amino-8-oxo-5-thia-1azabicyclo[4.2.0]oct-2-ene-2-carboxylic acid). Yields the product C(CCC)(=O)OCOC(=O)C=1N2C(C(C2SCC1C)N)=O.C(C)(=O)OCOC(=O)C=1N2C(C(C2SCC1C)N)=O (7-amino-3-methyl-8-oxo-5-thia-1-azabicyclo[4.2.0]oct-2-ene-2-carboxylic acid acetyloxymethyl ester 7-amino-3-methyl-8-oxo-5-thia-1-azabicyclo[4.2.0]oct-2-ene-2-carboxylic acid butyryloxymethyl ester). RXN SMILES: [NH2:1][CH:2]1[C:9](=[O:10])[N:8]2[CH:3]1[S:4][CH2:5][C:6]([CH3:14])=[C:7]2[C:11]([OH:13])=[O:12].C(OCC1CSC2N(C(=O)C2N)C=1C(O)=O)(=O)C.CC1CSC2N(C(=O)C2NC(=O)C(C2C=CC(CCl)=CC=2)N)C=1C(O)=O.[C:59]([O:65][CH2:66][O:67][C:68]([C:70]1[N:71]2[CH:74]([S:75][CH2:76][C:77]=1[CH3:78])[CH:73]([NH:79]C(=O)C(C1C=CC(CCl)=CC=1)N)[C:72]2=[O:92])=[O:69])(=[O:64])[C:60](C)(C)C>>[C:68]([O:67][CH2:66][O:12][C:11]([C:7]1[N:8]2[CH:3]([S:4][CH2:5][C:6]=1[CH3:14])[CH:2]([NH2:1])[C:9]2=[O:10])=[O:13])(=[O:69])[CH2:70][CH2:77][CH3:76].[C:59]([O:65][CH2:66][O:67][C:68]([C:70]1[N:71]2[CH:74]([S:75][CH2:76][C:77]=1[CH3:78])[CH:73]([NH2:79])[C:72]2=[O:92])=[O:69])(=[O:64])[CH3:60] |f:4.5|. Procedure: When in the procedure of Example 16 an appropriate amount of 7-amino-3-methyl-8-oxo-5-thia-1-azabicyclo[4.2.0]-oct-2-ene-2-carboxylic acid or the corresponding pivalyloxymethyl ester is substituted for 3-[(acetyloxy)-methyl]-7-amino-8-oxo-5-thia-1azabicyclo[4.2.0]oct-2-ene-2-carboxylic acid, 3-methyl-7-[[2-[4-(chloromethyl)-phenyl]-2-aminoacetyl]amino]-8-oxo-5-thia-1-azabicyclo-[4.2.0]oct-2-ene-2-carboxylic acid and 3-methyl-7-[[2-[4-(chloromethyl)phenyl]-2-aminoacetyl]amino]-8-oxo-5-thia-1-azab... Reactants: [Si](C)(C)(C(C)(C)C)OCC1=CC=C(C=C1)CC#CCCCCCCC (1-(tert-Butyldimethylsilyoxymethyl)-4-(2-decynyl)benzene). Run in C(=O)(O)[O-].[Na+] (NaHCO3), CCOCC (ether). Run at time 15 minute. Product: C(CCCCCCCCC)C1=CC=C(C=C1)CO (4-Decylphenylmethanol). RXN SMILES: [Si]([O:8][CH2:9][C:10]1[CH:15]=[CH:14][C:13]([CH2:16][C:17]#[C:18][CH2:19][CH2:20][CH2:21][CH2:22][CH2:23][CH2:24][CH3:25])=[CH:12][CH:11]=1)(C(C)(C)C)(C)C>C([O-])(O)=O.[Na+].CCOCC>[CH2:16]([C:13]1[CH:12]=[CH:11][C:10]([CH2:9][OH:8])=[CH:15][CH:14]=1)[CH2:17][CH2:18][CH2:19][CH2:20][CH2:21][CH2:22][CH2:23][CH2:24][CH3:25] |f:1.2|. Procedure: To a solution of 1-(tert-butyldimethylsilyoxymethyl)-4-(2-decynyl)benzene (51) (313 mg, 0.87 mmol) in CH:CN (10 mL) was added 50% aqueous HF (1 mL), the mixture was stirred at room temperature for 15 minutes. The reaction mixture was poured in saturated NaHCO3 (50 mL) and ether (75 mL). The organic layer was separated and washed with two 50-mL portions of water, dried (MgSO4) and concentrated to yield the alcohol derivative. The latter was dissolved in EtOAc (10 mL) and 5% Pd/C was added. Hydrog... Reactants: C(C1=CC=CC=C1)(=O)C1CCNCC1 (4-benzoylpiperidine), C([O-])([O-])=O.[K+].[K+] (potassium carbonate), CCOCC (ether), COC=1C=C2C(=C(NC2=CC1OC)C)C(C(=O)Cl)=O (5,6-dimethoxy-2-methyl-3-indoleglyoxylyl chloride). Solvent: C(Cl)(Cl)Cl (chloroform), O (water). Yields the product C(C1=CC=CC=C1)(=O)C1CCN(CC1)C(C(=O)C1=C(NC2=CC(=C(C=C12)OC)OC)C)=O (4-benzoyl-1-(5,6-dimethoxy-2-methylindol-3-ylglyoxyloyl)piperidine). As a reaction SMILES: CCOCC.[CH3:6][O:7][C:8]1[CH:9]=[C:10]2[C:14](=[CH:15][C:16]=1[O:17][CH3:18])[NH:13][C:12]([CH3:19])=[C:11]2[C:20](=[O:24])[C:21](Cl)=[O:22].[C:25]([CH:33]1[CH2:38][CH2:37][NH:36][CH2:35][CH2:34]1)(=[O:32])[C:26]1[CH:31]=[CH:30][CH:29]=[CH:28][CH:27]=1.C(=O)([O-])[O-].[K+].[K+]>C(Cl)(Cl)Cl.O>[C:25]([CH:33]1[CH2:38][CH2:37][N:36]([C:21](=[O:22])[C:20]([C:11]2[C:10]3[C:14](=[CH:15][C:16]([O:17][CH3:18])=[C:8]([O:7][CH3:6])[CH:9]=3)[NH:13][C:12]=2[CH3:19])=[O:24])[CH2:35][CH2:34]1)(=[O:32])[C:26]1[CH:31]=[CH:30][CH:29]=[CH:28][CH:27]=1 |f:3.4.5|. Procedure details: The above ether suspension of 5,6-dimethoxy-2-methyl-3-indoleglyoxylyl chloride is added portionwise to a cooled stirring mixture of 4-benzoylpiperidine [Example 9(a)], 150 ml of water, 150 ml of chloroform and 25 g of potassium carbonate. The mixture is stirred for 16 hours at ambient temperature, the organic layer is separated and the solvent is removed, leaving a brown oil which is triturated with cyclohexane and then stirred for 16 hours with ether. A white solid results which is collected, ... Starting materials: ClC1=C(C=C2C(=CNC2=C1)C1=NC(=NC=C1)NC1CC(NC(C1)(C)C)(C)C)F ([4-(6-Chloro-5-fluoro-1H-indol-3-yl)-pyrimidin-2-yl]-(2,2,6,6-tetramethyl-piperidin-4-yl)-amine), C(C=C)#N (acrylonitrile), CCCC[N+](CCCC)(CCCC)CCCC.[F-] (TBAF). Yields the product FC=1C=C2C(=CNC2=CC1/C=C/C#N)C1=NC(=NC=C1)NC1CC(NC(C1)(C)C)(C)C ((E)-3-{5-Fluoro-3-[2-(2,2,6,6-tetramethyl-piperidin-4-ylamino)-pyrimidin-4-yl]-1H-indol-6-yl}-acrylonitrile). Reaction SMILES: Cl[C:2]1[CH:10]=[C:9]2[C:5]([C:6]([C:11]3[CH:16]=[CH:15][N:14]=[C:13]([NH:17][CH:18]4[CH2:23][C:22]([CH3:25])([CH3:24])[NH:21][C:20]([CH3:27])([CH3:26])[CH2:19]4)[N:12]=3)=[CH:7][NH:8]2)=[CH:4][C:3]=1[F:28].[C:29](#[N:32])[CH:30]=[CH2:31].CCCC[N+](CCCC)(CCCC)CCCC.[F-]>>[F:28][C:3]1[CH:4]=[C:5]2[C:9](=[CH:10][C:2]=1/[CH:31]=[CH:30]/[C:29]#[N:32])[NH:8][CH:7]=[C:6]2[C:11]1[CH:16]=[CH:15][N:14]=[C:13]([NH:17][CH:18]2[CH2:23][C:22]([CH3:25])([CH3:24])[NH:21][C:20]([CH3:27])([CH3:26])[CH2:19]2)[N:12]=1 |f:2.3|. Procedure details: The title compound was prepared by the general Heck procedure described in Example 256, using the SEM-protected intermediate of Example 253 and acrylonitrile, followed by TBAF deprotection of the SEM group. Reactants: CC(CCCCOS(C)(=O)=O)=C(F)F, CN(C)C=O, [Na+], O, O=C([O-])O, O=C(O)c1ccc2nsnc2c1. Product: CC(CCCCOC(=O)c1ccc2nsnc2c1)=C(F)F. RXN SMILES: [CH3:1][S:2](=[O:3])(=[O:4])[O:5][CH2:6][CH2:7][CH2:8][CH2:9][C:10](=[C:11]([F:12])[F:13])[CH3:14].[CH3:32][N:33]([CH3:34])[CH:35]=[O:36].[Na+:27].[OH2:37].[OH:28][C:29](=[O:30])[O-:31].[n:15]1[c:16]2[c:17]([n:18][s:19]1)[cH:20][c:21]([C:24](=[O:25])[OH:26])[cH:22][cH:23]2>>[O:5]([CH2:6][CH2:7][CH2:8][CH2:9][C:10](=[C:11]([F:12])[F:13])[CH3:14])[C:24]([c:21]1[cH:20][c:17]2[c:16]([n:15][s:19][n:18]2)[cH:23][cH:22]1)=[O:25]. Starting materials: ClC1=CC(=C(C=C1)SCC1=C(C(=O)O)C=CC=C1)NS(=O)(=O)C1=CC(=C(C=C1)Cl)C(F)(F)F (2-({[4-chloro-2-({[4-chloro-3-(trifluoromethyl)phenyl]sulfonyl}amino)phenyl]sulfanyl}methyl)benzoic acid), C=1C=CC2=C(C1)N=NN2O (HOBT), C(CCl)Cl (EDC), Cl.C(C)N (ethylamine hydrochloride). Run in CN(C)C=O (DMF), O (water). Reaction conditions: time 8 hour. Product: ClC1=CC(=C(C=C1)SCC1=C(C(=O)NCC)C=CC=C1)NS(=O)(=O)C1=CC(=C(C=C1)Cl)C(F)(F)F (2-({[4-chloro-2-({[4-chloro-3-(trifluoromethyl)phenyl]sulfonyl}amino)phenyl]sulfanyl}methyl)-N-ethylbenzamide). Isolated yield 24.0%. As a reaction SMILES: [Cl:1][C:2]1[CH:7]=[CH:6][C:5]([S:8][CH2:9][C:10]2[CH:18]=[CH:17][CH:16]=[CH:15][C:11]=2[C:12]([OH:14])=O)=[C:4]([NH:19][S:20]([C:23]2[CH:28]=[CH:27][C:26]([Cl:29])=[C:25]([C:30]([F:33])([F:32])[F:31])[CH:24]=2)(=[O:22])=[O:21])[CH:3]=1.C1C=C[C:37]2N(O)N=[N:40][C:38]=2C=1.C(Cl)CCl.Cl.C(N)C>CN(C=O)C.O>[Cl:1][C:2]1[CH:7]=[CH:6][C:5]([S:8][CH2:9][C:10]2[CH:18]=[CH:17][CH:16]=[CH:15][C:11]=2[C:12]([NH:40][CH2:38][CH3:37])=[O:14])=[C:4]([NH:19][S:20]([C:23]2[CH:28]=[CH:27][C:26]([Cl:29])=[C:25]([C:30]([F:32])([F:31])[F:33])[CH:24]=2)(=[O:22])=[O:21])[CH:3]=1 |f:3.4|. Reported procedure: A mixture of 2-({[4-chloro-2-({[4-chloro-3-(trifluoromethyl)phenyl]sulfonyl}amino)phenyl]sulfanyl}methyl)benzoic acid (394 mg, 0.74 mmol), HOBT (199 mg, 1.47 mmol), EDC (211 mg, 1.47 mmol), ethylamine hydrochloride (119 mg, 1.47 mmol) in DMF (3 ml) was stirred at room temperature overnight. The mixture was diluted with water, extracted with EtOAc. The organic layer was washed with brine, dried over Na2SO4, and concentrated in vacuo. The residue was purified by flash column chromatography on sili...